This data is from the Open Reaction Database (ORD), a public repository of structured organic reaction records. The task is: describe an organic reaction: reactants, conditions, products, and yield The reactants are [N+](=O)([O-])C=1C=C2C=CNC2=CC1 (5-nitroindole), C(=O)([O-])[O-].[Cs+].[Cs+] (Cs2CO3), O (water), BrCCOC (1-bromo-2-methoxyethane). Solvent: CN(C)C=O (DMF). Conditions: time 1 hour. Yields the product COCCN1C=CC2=CC(=CC=C12)[N+](=O)[O-] (1-(2-methoxyethyl)-5-nitro-1H-indole). Reaction SMILES: [N+:1]([C:4]1[CH:5]=[C:6]2[C:10](=[CH:11][CH:12]=1)[NH:9][CH:8]=[CH:7]2)([O-:3])=[O:2].C([O-])([O-])=O.[Cs+].[Cs+].Br[CH2:20][CH2:21][O:22][CH3:23].O>CN(C=O)C>[CH3:23][O:22][CH2:21][CH2:20][N:9]1[C:10]2[C:6](=[CH:5][C:4]([N+:1]([O-:3])=[O:2])=[CH:12][CH:11]=2)[CH:7]=[CH:8]1 |f:1.2.3|. Procedure: To a solution of 5-nitroindole (3.5 g; 21.6 mmol) in DMF (100 ml) was added Cs2CO3 (13.9 g; 42.6 mmol). The mixture thus obtained was stirred 1 h hour at room temperature then 1-bromo-2-methoxyethane (5.9 g; 42.6 mmol) was added dropwise. The resulting mixture was heated to 120° C. under stirring for 4 hours. After cooling, the mixture was poured into water (500 ml) and the crude product was filtered, dried under vacuum to give 1-(2-methoxyethyl)-5-nitro-1H-indole which was used in the following... The reactants are N(N)C1=NC=CC=C1C=1C=NC=CC1 (2-hydrazino-3,3'-bipyridine), C(OCC)(OCC)OCC (triethyl orthoformate). Reaction conditions: temperature 100 celsius. Product: N1=CC(=CC=C1)C=1C=2N(C=CC1)C=NN2 (8-(3-Pyridinyl)-1,2,4-triazolo[4,3-a]pyridine). As a reaction SMILES: [NH:1]([C:3]1[C:8]([C:9]2[CH:10]=[N:11][CH:12]=[CH:13][CH:14]=2)=[CH:7][CH:6]=[CH:5][N:4]=1)[NH2:2].[CH:15](OCC)(OCC)OCC>>[N:11]1[CH:12]=[CH:13][CH:14]=[C:9]([C:8]2[C:3]3[N:4]([CH:15]=[N:2][N:1]=3)[CH:5]=[CH:6][CH:7]=2)[CH:10]=1. Procedure: A 4.15 g portion of 2-hydrazino-3,3'-bipyridine was dissolved in 30 ml of triethyl orthoformate and heated at 100° C. for 2 hours. The volatiles were removed at reduced pressure and the residue purified by chromatography on hydrous magnesium silicate, eluting with ethyl acetate. The solid was recrystallized from methylene chloride-hexane, giving 2.67 g of the desired product, mp 186°-189° C. Yields the product Cl.C(C(C)(C)C)(=O)OCOC(=O)C1=CCS[C@H]2N1C([C@H]2NC(C(=NOC)C=2N=C(SC2)N)=O)=O (7β-[2-(2-amino-4-thiazolyl)-2-methoxyiminoacetamido]-3-cephem-4-carboxylic acid pivaloyloxymethyl ester hydrochloride). Solvent: C(Cl)Cl (CH2Cl2), C(Cl)Cl (CH2Cl2), C(Cl)Cl (CH2Cl2). Reaction conditions: time 10 minute. Procedure: 61 ml of a 0.18 M HCl solution in CH2Cl2 (1.1 mol equivalent, prepared by introducing dry gaseous hydrogen chloride into dry CH2Cl2) are added to a solution, cooled to 0°, of 4.97 g of 7β-[2-(2-amino-4-thiazolyl)-2-methoxyiminoacetamido]-3-cephem-4-carboxylic acid pivaloyloxymethyl ester (free base) in 50 ml of CH2Cl2. After stirring for 10 minutes, diethyl ether is added to the solution and a precipitate forms. The mixture is stirred for a further 1/2 hour at 0°, the precipitate is filtered off... Reactants: Cl (HCl), C(C(C)(C)C)(=O)OCOC(=O)C1=CCS[C@H]2N1C([C@H]2NC(C(=NOC)C=2N=C(SC2)N)=O)=O (7β-[2-(2-amino-4-thiazolyl)-2-methoxyiminoacetamido]-3-cephem-4-carboxylic acid pivaloyloxymethyl ester), C(C)OCC (diethyl ether). As a reaction SMILES: [ClH:1].[C:2]([O:8][CH2:9][O:10][C:11]([C:13]1[N:18]2[C:19](=[O:34])[C@@H:20]([NH:21][C:22](=[O:33])[C:23]([C:27]3[N:28]=[C:29]([NH2:32])[S:30][CH:31]=3)=[N:24][O:25][CH3:26])[C@H:17]2[S:16][CH2:15][CH:14]=1)=[O:12])(=[O:7])[C:3]([CH3:6])([CH3:5])[CH3:4].C(OCC)C>C(Cl)Cl>[ClH:1].[C:2]([O:8][CH2:9][O:10][C:11]([C:13]1[N:18]2[C:19](=[O:34])[C@@H:20]([NH:21][C:22](=[O:33])[C:23]([C:27]3[N:28]=[C:29]([NH2:32])[S:30][CH:31]=3)=[N:24][O:25][CH3:26])[C@H:17]2[S:16][CH2:15][CH:14]=1)=[O:12])(=[O:7])[C:3]([CH3:6])([CH3:5])[CH3:4] |f:4.5|. Reactants: C(C)(=O)Cl (acetyl chloride), C(C)(C)C1=CC=C(C2=CC=C(C2=C1)C)C(CCO)C (3-(7-isopropyl-1-methylazulen-4-yl)butanol), N1=CC=CC=C1 (pyridine). Yields the product C(C)(=O)OCCC(C)C=1C2=CC=C(C2=CC(=CC1)C(C)C)C (3-(7-isopropyl-1-methylazulen-4-yl)butyl acetate). Run in ClCCl (dichloromethane), ClCCl (dichloromethane). Procedure: 4.8 g (0.063 mol) of acetyl chloride in 20 ml of dichloromethane were added dropwise at 0° C. to a solution of 12.1 g (0.05 mol) of 3-(7-isopropyl-1-methylazulen-4-yl)butanol and 7.9 g (0.1 mol) of pyridine in 100 ml of dichloromethane, and the mixture was stirred at room temperature for 1 hour. It was then extracted with 30 ml of 2N hydrochloric acid, and the organic phase was washed neutral and dried over sodium sulfate. The residue remaining behind after evaporating off the solvent was chroma... RXN SMILES: [C:1](Cl)(=[O:3])[CH3:2].[CH:5]([C:8]1[CH:17]=[C:16]2[C:12](=[CH:13][CH:14]=[C:15]2[CH3:18])[C:11]([CH:19]([CH3:23])[CH2:20][CH2:21][OH:22])=[CH:10][CH:9]=1)([CH3:7])[CH3:6].N1C=CC=CC=1>ClCCl>[C:1]([O:22][CH2:21][CH2:20][CH:19]([C:11]1[C:12]2[C:16](=[CH:17][C:8]([CH:5]([CH3:7])[CH3:6])=[CH:9][CH:10]=1)[C:15]([CH3:18])=[CH:14][CH:13]=2)[CH3:23])(=[O:3])[CH3:2]. Run at time 1 hour. Starting materials: CON, O=S1(=O)N=C(Cl)Nc2ccc(Cl)cc21, Cl. Yields the product CONC1=NS(=O)(=O)c2cc(Cl)ccc2N1. Reaction SMILES: [CH3:16][O:17][NH2:18].[Cl:1][C:2]1=[N:3][S:4](=[O:13])(=[O:14])[c:5]2[c:6]([cH:8][cH:9][c:10]([Cl:12])[cH:11]2)[NH:7]1.[ClH:15]>>[C:2]1([NH:18][O:17][CH3:16])=[N:3][S:4](=[O:13])(=[O:14])[c:5]2[c:6]([cH:8][cH:9][c:10]([Cl:12])[cH:11]2)[NH:7]1. Reactants: C(C)C1C(CC(C(C(OC(C2CCCCN2C(C(C2(C(CC(C(C(CC(CC(=C1)C)C)OC)O2)OC)C)O)=O)=O)=O)C(=CC2CC(C(CC2)OS(=O)(=O)C2=C(C=CC=C2)[N+](=O)[O-])OC(C)C)C)C)O[Si](C)(C)C(C)(C)C)=O (17-ethyl-1-hydroxy-14-(tert-butyldimethylsiloxy)-12-[2'-(4"-(o-nitrophenyl-sulfonyloxy)-3"-isopropyloxycyclohexyl)-1'-methylvinyl]-23,25-dimethoxy-13,19,21,27-tetramethyl-11,28-dioxa-4-azatricyclo[22.3.1.04,9 ]octacos-18-ene-2,3,10,16-tetraone), [N-]=[N+]=[N-].[Na+] (sodium azide). Run in C(C)(=O)OCC (ethyl acetate), CN(C=O)C (N,N-dimethyl formamide). Reaction conditions: temperature 70 celsius. Yields the product C(C)C1C(CC(C(C(OC(C2CCCCN2C(C(C2(C(CC(C(C(CC(CC(=C1)C)C)OC)O2)OC)C)O)=O)=O)=O)C(=CC2CCC(CC2)OC(C)C)C)C)O[Si](C)(C)C(C)(C)C)=O (17-Ethyl-1-hydroxy-14-(tert-butyldimethylsiloxy)-12-[2'-(4"-isopropyloxycyclohexyl)-1'-methylvinyl]-23,25-dimethoxy-13,19,21,27-tetramethyl-11,28-dioxa-4-azatricyclo[22.3.1.04,9 ]octacos-18-ene-2,3,10,16-tetraone). The yield is 106.5%. As a reaction SMILES: [CH2:1]([CH:3]1[CH:29]=[C:28]([CH3:30])[CH2:27][CH:26]([CH3:31])[CH2:25][CH:24]([O:32][CH3:33])[CH:23]2[O:34][C:19]([OH:38])([CH:20]([CH3:37])[CH2:21][CH:22]2[O:35][CH3:36])[C:18](=[O:39])[C:17](=[O:40])[N:16]2[CH:11]([CH2:12][CH2:13][CH2:14][CH2:15]2)[C:10](=[O:41])[O:9][CH:8]([C:42]([CH3:67])=[CH:43][CH:44]2[CH2:49][CH2:48][CH:47](OS(C3C=CC=CC=3[N+]([O-])=O)(=O)=O)[CH:46](OC(C)C)[CH2:45]2)[CH:7]([CH3:68])[CH:6]([O:69][Si:70]([C:73]([CH3:76])([CH3:75])[CH3:74])([CH3:72])[CH3:71])[CH2:5][C:4]1=[O:77])[CH3:2].[N-]=[N+]=[N-].[Na+]>CN(C)C=O.C(OCC)(=O)C>[CH2:1]([CH:3]1[CH:29]=[C:28]([CH3:30])[CH2:27][CH:26]([CH3:31])[CH2:25][CH:24]([O:32][CH3:33])[CH:23]2[O:34][C:19]([OH:38])([CH:20]([CH3:37])[CH2:21][CH:22]2[O:35][CH3:36])[C:18](=[O:39])[C:17](=[O:40])[N:16]2[CH:11]([CH2:12][CH2:13][CH2:14][CH2:15]2)[C:10](=[O:41])[O:9][CH:8]([C:42]([CH3:67])=[CH:43][CH:44]2[CH2:49][CH2:48][CH:47]([O:9][CH:8]([CH3:42])[CH3:7])[CH2:46][CH2:45]2)[CH:7]([CH3:68])[CH:6]([O:69][Si:70]([C:73]([CH3:75])([CH3:76])[CH3:74])([CH3:72])[CH3:71])[CH2:5][C:4]1=[O:77])[CH3:2] |f:1.2|. Procedure details: To a solution of 17-ethyl-1-hydroxy-14-(tert-butyldimethylsiloxy)-12-[2'-(4"-(o-nitrophenyl-sulfonyloxy)-3"-isopropyloxycyclohexyl)-1'-methylvinyl]-23,25-dimethoxy-13,19,21,27-tetramethyl-11,28-dioxa-4-azatricyclo[22.3.1.04,9 ]octacos-18-ene-2,3,10,16-tetraone (87 mg) in N,N-dimethyl formamide (1 ml) was added an excess of sodium azide (25 mg) and the mixture heated to 70° C. After 7.5 hours the reaction was cooled to room temperature, diluted with ethyl acetate, extracted from half-saturated am...